From a dataset of the Open Reaction Database (ORD), a public repository of structured organic reaction records. describe an organic reaction: reactants, conditions, products, and yield The reactants are CCOC(=O)CBr, CN(C)C=O, O=C1Oc2ccc(Cl)cc2C1c1ccccc1, [H-], [Na+]. Product: CCOC(=O)CC1(c2ccccc2)C(=O)Oc2ccc(Cl)cc21. Reaction SMILES: [Br:20][CH2:21][C:22](=[O:23])[O:24][CH2:25][CH3:26].[CH3:27][N:28]([CH3:29])[CH:30]=[O:31].[Cl:1][c:2]1[cH:3][cH:4][c:5]2[c:6]([cH:17]1)[CH:7]([c:11]1[cH:12][cH:13][cH:14][cH:15][cH:16]1)[C:8](=[O:10])[O:9]2.[H-:18].[Na+:19]>>[Cl:1][c:2]1[cH:3][cH:4][c:5]2[c:6]([cH:17]1)[C:7]([c:11]1[cH:12][cH:13][cH:14][cH:15][cH:16]1)([CH2:21][C:22](=[O:23])[O:24][CH2:25][CH3:26])[C:8](=[O:10])[O:9]2. Starting materials: FC1=C(C(=C(C=C1)OC)Cl)[Si](C)(C)C (4-fluoro-2-chloro-3-(trimethylsilyl)anisole), C(CCC)[Li] (n-butyllithium), CCCCCC (hexane), CC1(NC(CCC1)(C)C)C (2,2,6,6-tetramethylpiperidine), ClC1=CC=C(OC2=CC(=C(C=O)C=C2)CCC)C=C1 (4-(4-chlorophenoxy)-2-propylbenzaldehyde), [Cl-].[NH4+] (ammonium chloride). Solvent: C1CCOC1 (THF), C1CCOC1 (THF). Reaction conditions: temperature -40 celsius, time 15 minute. The product is ClC1=C(C(=C(C=C1OC)C(O)C1=C(C=C(C=C1)OC1=CC=C(C=C1)Cl)CCC)F)[Si](C)(C)C ([4-chloro-2-fluoro-5-methoxy-3-(trimethylsilyl)phenyl][4-(4-chlorophenoxy)-2-propylphenyl]methanol). Reaction SMILES: CC1(C)CCCC(C)(C)N1.C([Li])CCC.CCCCCC.[F:22][C:23]1[CH:28]=[CH:27][C:26]([O:29][CH3:30])=[C:25]([Cl:31])[C:24]=1[Si:32]([CH3:35])([CH3:34])[CH3:33].[Cl:36][C:37]1[CH:54]=[CH:53][C:40]([O:41][C:42]2[CH:49]=[CH:48][C:45]([CH:46]=[O:47])=[C:44]([CH2:50][CH2:51][CH3:52])[CH:43]=2)=[CH:39][CH:38]=1.[Cl-].[NH4+]>C1COCC1>[Cl:31][C:25]1[C:26]([O:29][CH3:30])=[CH:27][C:28]([CH:46]([C:45]2[CH:48]=[CH:49][C:42]([O:41][C:40]3[CH:53]=[CH:54][C:37]([Cl:36])=[CH:38][CH:39]=3)=[CH:43][C:44]=2[CH2:50][CH2:51][CH3:52])[OH:47])=[C:23]([F:22])[C:24]=1[Si:32]([CH3:34])([CH3:33])[CH3:35] |f:5.6|. Reported procedure: To a solution of 2,2,6,6-tetramethylpiperidine (2.75 g, 10 mmol) in THF (50 mL) cooled at −75° C. was added a solution of n-butyllithium in hexane (1.6 M, 6.3 mL, 10 mmol). After 15 min, 4-fluoro-2-chloro-3-(trimethylsilyl)anisole (2.3 g, 10 mmol) was added and the solution was warmed gradually to −40° C. over a 2 h period. The solution was recooled to −75° C. and a solution of the aldehyde from Step 1 of Example 3 (1.4 g, 5.0 mmol) in THF (3 mL) was added quickly. The reaction mixture was stirr... Reactants: [Br-], [Br-], [Br-], COc1ccc2cc(C(N)=O)[nH]c2c1, O, c1ccncc1, c1cc[nH+]cc1, c1cc[nH+]cc1, c1cc[nH+]cc1. Product: COc1ccc2c(Br)c(C(N)=O)[nH]c2c1. As a reaction SMILES: [Br-:15].[Br-:16].[Br-:17].[CH3:1][O:2][c:3]1[cH:4][cH:5][c:6]2[cH:7][c:8]([C:12](=[O:13])[NH2:14])[nH:9][c:10]2[cH:11]1.[OH2:36].[cH:37]1[cH:38][cH:39][n:40][cH:41][cH:42]1.[nH+:18]1[cH:19][cH:20][cH:21][cH:22][cH:23]1.[nH+:24]1[cH:25][cH:26][cH:27][cH:28][cH:29]1.[nH+:30]1[cH:31][cH:32][cH:33][cH:34][cH:35]1>>[CH3:1][O:2][c:3]1[cH:4][cH:5][c:6]2[c:7]([Br:15])[c:8]([C:12](=[O:13])[NH2:14])[nH:9][c:10]2[cH:11]1. Starting materials: COc1ccc(C2SCCCS2)cc1OC, CCCCCC, COc1ccc(C2(CN(C)CCCCl)CCCCC2)cc1OC, Cl, [Li]CCCC, C1COCCO1, C1CCOC1. Product: COc1ccc(C2(CN(C)CCCC3(c4ccc(OC)c(OC)c4)SCCCS3)CCCCC2)cc1OC, Cl. Reaction SMILES: [CH3:1][O:2][c:3]1[cH:4][c:5]([CH:11]2[S:12][CH2:13][CH2:14][CH2:15][S:16]2)[cH:6][cH:7][c:8]1[O:9][CH3:10].[CH3:46][CH2:47][CH2:48][CH2:49][CH2:50][CH3:51].[Cl:22][CH2:23][CH2:24][CH2:25][N:26]([CH2:27][C:28]1([c:34]2[cH:35][c:36]([O:42][CH3:43])[c:37]([O:40][CH3:41])[cH:38][cH:39]2)[CH2:29][CH2:30][CH2:31][CH2:32][CH2:33]1)[CH3:44].[ClH:45].[Li:17][CH2:18][CH2:19][CH2:20][CH3:21].[O:52]1[CH2:53][CH2:54][O:55][CH2:56][CH2:57]1.[O:58]1[CH2:59][CH2:60][CH2:61][CH2:62]1>>[CH3:1][O:2][c:3]1[cH:4][c:5]([C:11]2([CH2:23][CH2:24][CH2:25][N:26]([CH2:27][C:28]3([c:34]4[cH:35][c:36]([O:42][CH3:43])[c:37]([O:40][CH3:41])[cH:38][cH:39]4)[CH2:29][CH2:30][CH2:31][CH2:32][CH2:33]3)[CH3:44])[S:12][CH2:13][CH2:14][CH2:15][S:16]2)[cH:6][cH:7][c:8]1[O:9][CH3:10].[ClH:22]. The reactants are C(C)(C)(C)OC(\C=C\C1=CN(C=C1)S(=O)(=O)C=1SC(=CC1)Br)=O ((E)-3-[1-(5-bromo-thiophene-2-sulfonyl)-1H-pyrrol-3-yl]-acrylic acid tert-butyl ester), C(=O)(C(F)(F)F)O (TFA). Run in ClCCl (dichloromethane). Run at time 24 hour. Product: BrC1=CC=C(S1)S(=O)(=O)N1C=C(C=C1)/C=C/C(=O)O ((E)-3-[1-(5-Bromo-thiophene-2-sulfonyl)-1H-pyrrol-3-yl]-acrylic acid). Yield: 97.5%. RXN SMILES: C([O:5][C:6](=[O:23])/[CH:7]=[CH:8]/[C:9]1[CH:13]=[CH:12][N:11]([S:14]([C:17]2[S:18][C:19]([Br:22])=[CH:20][CH:21]=2)(=[O:16])=[O:15])[CH:10]=1)(C)(C)C.C(O)(C(F)(F)F)=O>ClCCl>[Br:22][C:19]1[S:18][C:17]([S:14]([N:11]2[CH:12]=[CH:13][C:9](/[CH:8]=[CH:7]/[C:6]([OH:23])=[O:5])=[CH:10]2)(=[O:15])=[O:16])=[CH:21][CH:20]=1. Procedure: A mixture of 4.5 g (E)-3-[1-(5-bromo-thiophene-2-sulfonyl)-1H-pyrrol-3-yl]-acrylic acid tert-butyl ester with 85.0 ml dichloromethane and 13.0 ml TFA is stirred at ambient temperature for 24 h. The dichloromethane and TFA is evaporated and the residue is coevaporated with toluene for 3 times. By this method 3.8 g light pink solid is obtained. The reactants are [AlH4-], CCOC(C)=O, [Cl-], O=C1CCSc2cc(OC(F)(F)F)ccc2N1, [Li+], [Na+], C1CCOC1, O. Yields the product FC(F)(F)Oc1ccc2c(c1)SCCCN2. Reaction SMILES: [AlH4-:19].[CH3:28][CH2:29][O:30][C:31](=[O:32])[CH3:33].[Cl-:22].[F:1][C:2]([O:3][c:4]1[cH:5][c:6]2[c:7]([cH:14][cH:15]1)[NH:8][C:9](=[O:13])[CH2:10][CH2:11][S:12]2)([F:16])[F:17].[Li+:18].[Na+:21].[O:23]1[CH2:24][CH2:25][CH2:26][CH2:27]1.[OH2:20]>>[F:1][C:2]([O:3][c:4]1[cH:5][c:6]2[c:7]([cH:14][cH:15]1)[NH:8][CH2:9][CH2:10][CH2:11][S:12]2)([F:16])[F:17]. The reactants are CC1=C(C=CC(=C1)C1=NC=CN=C1)C1=CC=C(C=C1)C(=O)OC (methyl 2'-methyl-4'-pyrazinylbiphenyl-4-carboxylate), C[Al](C)C (trimethylaluminium), CN1CCC2(CC1)COC1=CC=3CCNC3C=C12 (1'-methyl-2,3,6,7-tetrahydrospiro[furo[2,3-f]indole-3,4'-piperidine]). Run in C1(=CC=CC=C1)C (toluene), C1(=CC=CC=C1)C (toluene), ClCCl (dichloromethane). Conditions: temperature 80 celsius, time 0.25 hour. Yields the product CN1CCC2(CC1)COC1=CC=3CCN(C3C=C12)C(=O)C1=CC=C(C=C1)C1=C(C=C(C=C1)C1=NC=CN=C1)C (1'-Methyl-5-(2'-methyl-4'-pyrazinylbiphenyl-4-carbonyl)-2,3,6,7-tetrahydrospiro[furo[2,3-f]indole-3,4'-piperidine]). Isolated yield 43.7%. As a reaction SMILES: [CH3:1][N:2]1[CH2:7][CH2:6][C:5]2([C:18]3[C:10](=[CH:11][C:12]4[CH2:13][CH2:14][NH:15][C:16]=4[CH:17]=3)[O:9][CH2:8]2)[CH2:4][CH2:3]1.C[Al](C)C.[CH3:23][C:24]1[CH:29]=[C:28]([C:30]2[CH:35]=[N:34][CH:33]=[CH:32][N:31]=2)[CH:27]=[CH:26][C:25]=1[C:36]1[CH:41]=[CH:40][C:39]([C:42](OC)=[O:43])=[CH:38][CH:37]=1>C1(C)C=CC=CC=1.ClCCl>[CH3:1][N:2]1[CH2:3][CH2:4][C:5]2([C:18]3[C:10](=[CH:11][C:12]4[CH2:13][CH2:14][N:15]([C:42]([C:39]5[CH:38]=[CH:37][C:36]([C:25]6[CH:26]=[CH:27][C:28]([C:30]7[CH:35]=[N:34][CH:33]=[CH:32][N:31]=7)=[CH:29][C:24]=6[CH3:23])=[CH:41][CH:40]=5)=[O:43])[C:16]=4[CH:17]=3)[O:9][CH2:8]2)[CH2:6][CH2:7]1. Procedure details: 1'-Methyl-2,3,6,7-tetrahydrospiro[furo[2,3-f]indole-3,4'-piperidine] (0.098 g, 0.403 mmol) (D8) was dissolved in toluene (5 ml) and was treated with trimethylaluminium (2.0 M in hexane) (0.810 ml, 1.612 mmol) with stirring under argon. After 0.25 h, a solution of methyl 2'-methyl-4'-pyrazinylbiphenyl-4-carboxylate (D86, 0.136 g, 0.447 mmol) in toluene (5 ml) was added. The reaction mixture was then heated to 80° C. After 2 h, the reaction mixture was allowed to cool and was stirred at room tempe... The reactants are BrC1=C(C(=O)N[C@@H](C)C=2N(C(C3=C(C=CC=C3C2)Cl)=O)C2=CC=CC=C2)C=CC=N1 ((S)-2-bromo-N-(1-(8-chloro-1-oxo-2-phenyl-1,2-dihydroisoquinolin-3-yl)ethyl)nicotinamide), CN(C)C=O (DMF), N1N=CC(=C1)B(O)O (1H-pyrazole-4-boronic acid), C(=O)([O-])[O-].[Na+].[Na+] (Na2CO3). The reagents and catalysts are C=1C=CC(=CC1)[P](C=2C=CC=CC2)(C=3C=CC=CC3)[Pd]([P](C=4C=CC=CC4)(C=5C=CC=CC5)C=6C=CC=CC6)([P](C=7C=CC=CC7)(C=8C=CC=CC8)C=9C=CC=CC9)[P](C=1C=CC=CC1)(C=1C=CC=CC1)C=1C=CC=CC1 (tetrakis(triphenylphosphine)palladium). Run in CCO (EtOH). Run at temperature 85 celsius, time 16 hour. Yields the product ClC=1C=CC=C2C=C(N(C(C12)=O)C1=CC=CC=C1)[C@H](C)NC(C1=C(N=CC=C1)C=1C=NNC1)=O ((S)—N-(1-(8-chloro-1-oxo-2-phenyl-1,2-dihydroisoquinolin-3-yl)ethyl)-2-(1H-pyrazol-4-yl)nicotinamide). RXN SMILES: Br[C:2]1[N:30]=[CH:29][CH:28]=[CH:27][C:3]=1[C:4]([NH:6][C@H:7]([C:9]1[N:10]([C:21]2[CH:26]=[CH:25][CH:24]=[CH:23][CH:22]=2)[C:11](=[O:20])[C:12]2[C:17]([CH:18]=1)=[CH:16][CH:15]=[CH:14][C:13]=2[Cl:19])[CH3:8])=[O:5].CN(C=O)C.[NH:36]1[CH:40]=[C:39](B(O)O)[CH:38]=[N:37]1.C([O-])([O-])=O.[Na+].[Na+]>C1C=CC([P]([Pd]([P](C2C=CC=CC=2)(C2C=CC=CC=2)C2C=CC=CC=2)([P](C2C=CC=CC=2)(C2C=CC=CC=2)C2C=CC=CC=2)[P](C2C=CC=CC=2)(C2C=CC=CC=2)C2C=CC=CC=2)(C2C=CC=CC=2)C2C=CC=CC=2)=CC=1.CCO>[Cl:19][C:13]1[CH:14]=[CH:15][CH:16]=[C:17]2[C:12]=1[C:11](=[O:20])[N:10]([C:21]1[CH:26]=[CH:25][CH:24]=[CH:23][CH:22]=1)[C:9]([C@@H:7]([NH:6][C:4](=[O:5])[C:3]1[CH:27]=[CH:28][CH:29]=[N:30][C:2]=1[C:39]1[CH:40]=[N:36][NH:37][CH:38]=1)[CH3:8])=[CH:18]2 |f:3.4.5,^1:53,55,74,93|. Procedure details: To a solution of (S)-2-bromo-N-(1-(8-chloro-1-oxo-2-phenyl-1,2-dihydroisoquinolin-3-yl)ethyl) nicotinamide (52) (125 mg, 0.26 mmol) in a 1:1 mixture of DMF and EtOH (9 mL), 1H-pyrazole-4-boronic acid (37 mg, 0.34 mmol), tetrakis(triphenylphosphine)palladium (0) (21 mg, 0.018 mmol) and aqueous Na2CO3 solution (1.0 M, 0.78 mL, 0.78 mmol) were added sequentially. The resulting mixture was stirred at 85° C. for 16 h. The mixture was allowed to cool to RT and then partitioned between ethyl acetate an... Reactants: FC1(CC[C@@H]([C@H](C1)OC1=CC(=C(C(=C1)F)S(=O)(=O)N(C1=NC=NC=C1)CC1=C(C=C(C=C1)OC)OC)F)C=1C=NN(C1)C1OCCCC1)F (4-({(1S*,2R*)-5,5-difluoro-2-[1-(tetrahydro-2H-pyran-2-yl)-1H-pyrazol-4-yl]cyclohexyl}oxy)-N-(2,4-dimethoxybenzyl)-2,6-difluoro-N-(pyrimidin-4-yl)benzenesulfonamide), ClCCl (dichloromethane), C(C)[SiH](CC)CC (triethylsilane), FC(C(=O)O)(F)F (trifluoroacetic acid). Run in CO (methanol). Yields the product FC1(CC[C@@H]([C@H](C1)OC1=CC(=C(C(=C1)F)S(=O)(=O)NC1=NC=NC=C1)F)C=1C=NNC1)F (4-{[(1S*,2R*)-5,5-Difluoro-2-(1H-pyrazol-4-yl)cyclohexyl]oxy}-2,6-difluoro-N-(pyrimidin-4-yl)benzenesulfonamide). The yield is 39.8%. Reaction SMILES: [F:1][C:2]1([F:49])[CH2:7][C@H:6]([O:8][C:9]2[CH:14]=[C:13]([F:15])[C:12]([S:16]([N:19](CC3C=CC(OC)=CC=3OC)[C:20]3[CH:25]=[CH:24][N:23]=[CH:22][N:21]=3)(=[O:18])=[O:17])=[C:11]([F:37])[CH:10]=2)[C@@H:5]([C:38]2[CH:39]=[N:40][N:41](C3CCCCO3)[CH:42]=2)[CH2:4][CH2:3]1.C([SiH](CC)CC)C.FC(F)(F)C(O)=O.ClCCl>CO>[F:49][C:2]1([F:1])[CH2:7][C@H:6]([O:8][C:9]2[CH:14]=[C:13]([F:15])[C:12]([S:16]([NH:19][C:20]3[CH:25]=[CH:24][N:23]=[CH:22][N:21]=3)(=[O:17])=[O:18])=[C:11]([F:37])[CH:10]=2)[C@@H:5]([C:38]2[CH:42]=[N:41][NH:40][CH:39]=2)[CH2:4][CH2:3]1. Procedure details: The reaction and aftertreatment were conducted in the same manner as in Example 22c by using the 4-({(1S*,2R*)-5,5-difluoro-2-[1-(tetrahydro-2H-pyran-2-yl)-1H-pyrazol-4-yl]cyclohexyl}oxy)-N-(2,4-dimethoxybenzyl)-2,6-difluoro-N-(pyrimidin-4-yl)benzenesulfonamide (120 mg, 0.24 mmol) prepared in Example 104a, triethylsilane (0.15 mL), trifluoroacetic acid (1.5 mL), dichloromethane (1.5 mL) and methanol (1.5 mL), to yield the title compound (45 mg, 56%) as a colorless solid.